This data is from the Open Reaction Database (ORD), a public repository of structured organic reaction records. The task is: describe an organic reaction: reactants, conditions, products, and yield Reactants: Cn1ccc(C(N)=O)cc1=O, CC#N, CN(C)C=O, O=C(Cl)C(=O)Cl, O, c1ccncc1. Yields the product Cn1ccc(C#N)cc1=O. RXN SMILES: [CH3:12][n:13]1[c:14](=[O:22])[cH:15][c:16]([C:19](=[O:20])[NH2:21])[cH:17][cH:18]1.[CH3:29][C:30]#[N:31].[CH3:7][N:8]([CH3:9])[CH:10]=[O:11].[Cl:1][C:2]([C:3]([Cl:4])=[O:5])=[O:6].[OH2:32].[cH:23]1[cH:24][cH:25][n:26][cH:27][cH:28]1>>[CH3:12][n:13]1[c:14](=[O:22])[cH:15][c:16]([C:19]#[N:21])[cH:17][cH:18]1. Reactants: COC(C1=CC(=CC(=C1)OCCCCCCCCCCCCCCCCCC)[N+](=O)[O-])=O (3-nitro-5-(octadecyloxy)benzoic acid methyl ester). The reagents and catalysts are [Pd] (palladium on carbon). The solvent is C1CCOC1 (THF). Run at time 1.5 hour. Yields the product COC(C1=CC(=CC(=C1)OCCCCCCCCCCCCCCCCCC)N)=O (3-amino-5-(octadecyloxy)benzoic acid methyl ester). Isolated yield 99.0%. As a reaction SMILES: [CH3:1][O:2][C:3](=[O:32])[C:4]1[CH:9]=[C:8]([O:10][CH2:11][CH2:12][CH2:13][CH2:14][CH2:15][CH2:16][CH2:17][CH2:18][CH2:19][CH2:20][CH2:21][CH2:22][CH2:23][CH2:24][CH2:25][CH2:26][CH2:27][CH3:28])[CH:7]=[C:6]([N+:29]([O-])=O)[CH:5]=1>[Pd].C1COCC1>[CH3:1][O:2][C:3](=[O:32])[C:4]1[CH:9]=[C:8]([O:10][CH2:11][CH2:12][CH2:13][CH2:14][CH2:15][CH2:16][CH2:17][CH2:18][CH2:19][CH2:20][CH2:21][CH2:22][CH2:23][CH2:24][CH2:25][CH2:26][CH2:27][CH3:28])[CH:7]=[C:6]([NH2:29])[CH:5]=1. Procedure: A mixture of 3.55 g of 3-nitro-5-(octadecyloxy)benzoic acid methyl ester and 0.75 g of 10% palladium on carbon in 100 ml of THF was shaken under an initial hydrogen pressure of 52 psi until uptake ceased after 1.5 hours. The catalyst was removed by filtration and the filtrate was concentrated at reduced pressure to give 3.28 g of pure 3-amino-5-(octadecyloxy)benzoic acid methyl ester. Starting materials: ice, [OH-].[Na+] (sodium hydroxide), NC=1C(=CC=C2C=C(C=NC12)Cl)NCC (8-amino-3-chloro-7-ethylaminoquinoline), ClC1=CC=C(C(=O)O)C=C1 (4-chlorobenzoic acid), ice. Run in polyphosphoric acid. Run at temperature 120 celsius. Yields the product ClC1=CC=C(C=C1)C1=NC2=C(C=CC=3C=C(C=NC23)Cl)N1CC (2-(4-Chlorophenyl)-3-ethyl-7-chloro-3H-imidazo[4,5-h]quinoline). As a reaction SMILES: [NH2:1][C:2]1[C:3]([NH:13][CH2:14][CH3:15])=[CH:4][CH:5]=[C:6]2[C:11]=1[N:10]=[CH:9][C:8]([Cl:12])=[CH:7]2.[Cl:16][C:17]1[CH:25]=[CH:24][C:20]([C:21](O)=O)=[CH:19][CH:18]=1.[OH-].[Na+]>>[Cl:16][C:17]1[CH:25]=[CH:24][C:20]([C:21]2[N:13]([CH2:14][CH3:15])[C:3]3[CH:4]=[CH:5][C:6]4[CH:7]=[C:8]([Cl:12])[CH:9]=[N:10][C:11]=4[C:2]=3[N:1]=2)=[CH:19][CH:18]=1 |f:2.3|. Reported procedure: A mixture of 4.1 g (20 mmol) of 8-amino-3-chloro-7-ethylaminoquinoline, 3.1 g (20 mmol) of 4-chlorobenzoic acid and 20 ml of polyphosphoric acid is heated at 120° C. for 1 hour. It is allowed to cool to 90° C., and 100 g of ice are slowly added to the solution. The mixture is then poured into 200 g of ice, and the pH is adjusted to 12 with concentrated sodium hydroxide solution. The precipitate is filtered off with suction, washed thoroughly with hot water, dried at 70° C. under reduced pressure... Reactants: Oc1cncc(Br)c1, COc1ccc(F)c(-c2ccc(CCl)cc2C(C)(C)C)c1, [H-], [Na+], CN(C)C=O, O. Product: COc1ccc(F)c(-c2ccc(COc3cncc(Br)c3)cc2C(C)(C)C)c1. Reaction SMILES: [Br:1][c:2]1[cH:3][n:4][cH:5][c:6]([OH:8])[cH:7]1.[Cl:11][CH2:12][c:13]1[cH:14][c:15]([C:28]([CH3:29])([CH3:30])[CH3:31])[c:16](-[c:19]2[c:20]([F:27])[cH:21][cH:22][c:23]([O:25][CH3:26])[cH:24]2)[cH:17][cH:18]1.[H-:9].[Na+:10].[O:32]=[CH:33][N:34]([CH3:35])[CH3:36].[OH2:37]>>[Br:1][c:2]1[cH:3][n:4][cH:5][c:6]([O:8][CH2:12][c:13]2[cH:14][c:15]([C:28]([CH3:29])([CH3:30])[CH3:31])[c:16](-[c:19]3[c:20]([F:27])[cH:21][cH:22][c:23]([O:25][CH3:26])[cH:24]3)[cH:17][cH:18]2)[cH:7]1. Starting materials: C1(CC1)C=1C(=C(C=CC1)N1N=NN(C1=O)C)COC1=C(C=C(C=C1)N1N=C(C(=C1C)C=O)C)C (1-{3-cyclopropyl-2-[2-methyl-4-(3,5-dimethyl-4-formyl-pyrazol-1-yl)-phenoxymethyl]-phenyl}-4-methyl-1,4-dihydrotetrazole-5-one), C1(CC1)C=1C(=C(C=CC1)N1N=NN(C1=O)C)COC1=C(C=C(C=C1)N1N=C(C(=C1C)C=O)C)C (1-{3-cyclopropyl-2-[2-methyl-4-(3,5-dimethyl-4-formyl-pyrazol-1-yl)-phenoxymethyl]-phenyl}-4-methyl-1,4-dihydrotetrazole-5-one), C(Cl)(Cl)Cl (chloroform), Cl.NO (hydroxylamine hydrochloride salt), N1=CC=CC=C1 (pyridine). The solvent is O (water). The product is C1(CC1)C1=C(COC2=C(C=C(C=C2)N2N=C(C(=C2C)C=NO)C)C)C(=CC=C1)N1N=NN(C1=O)C (1-{4-[2-Cyclopropyl-6-(4-methyl-5-oxo-4,5-dihydro-tetrazol-1-yl)-benzyloxy]-3-methyl-phenyl}-3,5-dimethyl-1H-pyrazole-4-carbaldehyde oxime). Isolated yield 79.7%. Reaction SMILES: [CH:1]1([C:4]2[C:5]([CH2:17][O:18][C:19]3[CH:24]=[CH:23][C:22]([N:25]4[C:29]([CH3:30])=[C:28]([CH:31]=O)[C:27]([CH3:33])=[N:26]4)=[CH:21][C:20]=3[CH3:34])=[C:6]([N:10]3[C:14](=[O:15])[N:13]([CH3:16])[N:12]=[N:11]3)[CH:7]=[CH:8][CH:9]=2)[CH2:3][CH2:2]1.C(Cl)(Cl)Cl.Cl.[NH2:40][OH:41].N1C=CC=CC=1>O>[CH:1]1([C:4]2[CH:9]=[CH:8][CH:7]=[C:6]([N:10]3[C:14](=[O:15])[N:13]([CH3:16])[N:12]=[N:11]3)[C:5]=2[CH2:17][O:18][C:19]2[CH:24]=[CH:23][C:22]([N:25]3[C:29]([CH3:30])=[C:28]([CH:31]=[N:40][OH:41])[C:27]([CH3:33])=[N:26]3)=[CH:21][C:20]=2[CH3:34])[CH2:2][CH2:3]1 |f:2.3|. Reported procedure: At room temperature, a mixture of 1-{3-cyclopropyl-2-[2-methyl-4-(3,5-dimethyl-4-formyl-pyrazol-1-yl)-phenoxymethyl]-phenyl}-4-methyl-1,4-dihydrotetrazole-5-one (Present compound 51) 1.7 g, chloroform 20 ml, hydroxylamine hydrochloride salt 0.3 g and pyridine 0.9 g was stirred for twelve hours. To the resulting mixture was added water 20 ml, and the mixture was extracted with chloroform. The organic layer was washed with water and was dried over anhydrous magnesium sulfate, and then was concentr... Product: Cc1nccn1CC1CCc2c(c3ccccc3n2C)C1=O. Reaction SMILES: [CH3:16][c:17]1[nH:18][cH:19][cH:20][n:21]1.[CH3:1][n:2]1[c:3]2[cH:4][cH:5][cH:6][cH:7][c:8]2[c:9]2[c:14]1[CH2:13][CH2:12][CH2:11][C:10]2=[O:15].[CH3:40][N:41]([CH3:42])[CH:43]=[O:44].[Cl:35][Si:36]([CH3:37])([CH3:38])[CH3:39].[N:22]1([CH2:24][N:25]2[CH2:26][CH2:27][CH2:28][CH2:29][CH2:30]2)[CH2:23][CH2:34][CH2:33][CH2:32][CH2:31]1.[OH2:45]>>[CH3:1][n:2]1[c:3]2[cH:4][cH:5][cH:6][cH:7][c:8]2[c:9]2[c:14]1[CH2:13][CH2:12][CH:11]([CH2:23][n:18]1[c:17]([CH3:16])[n:21][cH:20][cH:19]1)[C:10]2=[O:15]. Reactants: Cc1ncc[nH]1, Cn1c2c(c3ccccc31)C(=O)CCC2, CN(C)C=O, C[Si](C)(C)Cl, C1CCN(CN2CCCCC2)CC1, O.